The task is: describe an organic reaction: reactants, conditions, products, and yield. This data is from the Open Reaction Database (ORD), a public repository of structured organic reaction records. Reactants: FC1=CC=C(C=C1)C(C(CC(C(C)C)=O)C1=CC=CC=C1)=O (1-(4-fluorophenyl)-5-methyl-2-phenyl-1,4-hexanedione), NCC[C@@H]1C[C@@H](OC(O1)(C)C)CC(=O)OCC1=CC=CC=C1 (benzyl 2-((4R,6R)-6-(2-aminoethyl)-2,2-dimethyl-1,3-dioxan-4-yl)acetate). Product: FC1=CC=C(C=C1)C=1N(C(=CC1C1=CC=CC=C1)C(C)C)CC[C@@H]1C[C@@H](OC(O1)(C)C)CC(=O)OCC1=CC=CC=C1 (benzyl 2-((4R,6R)-6-(2-(2-(4-fluorophenyl)-5-isopropyl-3-phenyl-1H-pyrrol-1-yl)ethyl)-2,2-dimethyl-1,3-dioxan-4-yl)acetate). Reaction SMILES: [F:1][C:2]1[CH:7]=[CH:6][C:5]([C:8](=O)[CH:9]([C:16]2[CH:21]=[CH:20][CH:19]=[CH:18][CH:17]=2)[CH2:10][C:11](=O)[CH:12]([CH3:14])[CH3:13])=[CH:4][CH:3]=1.[NH2:23][CH2:24][CH2:25][C@H:26]1[O:31][C:30]([CH3:33])([CH3:32])[O:29][C@@H:28]([CH2:34][C:35]([O:37][CH2:38][C:39]2[CH:44]=[CH:43][CH:42]=[CH:41][CH:40]=2)=[O:36])[CH2:27]1>>[F:1][C:2]1[CH:7]=[CH:6][C:5]([C:8]2[N:23]([CH2:24][CH2:25][C@H:26]3[O:31][C:30]([CH3:33])([CH3:32])[O:29][C@@H:28]([CH2:34][C:35]([O:37][CH2:38][C:39]4[CH:40]=[CH:41][CH:42]=[CH:43][CH:44]=4)=[O:36])[CH2:27]3)[C:11]([CH:12]([CH3:14])[CH3:13])=[CH:10][C:9]=2[C:16]2[CH:21]=[CH:20][CH:19]=[CH:18][CH:17]=2)=[CH:4][CH:3]=1. Procedure: According to the same method as in Example 4-1, the title compound was synthesized using 1-(4-fluorophenyl)-5-methyl-2-phenyl-1,4-hexanedione and benzyl 2-((4R,6R)-6-(2-aminoethyl)-2,2-dimethyl-1,3-dioxan-4-yl)acetate.